describe an organic reaction: reactants, conditions, products, and yield From a dataset of the Open Reaction Database (ORD), a public repository of structured organic reaction records. Reactants: CC(C)(C)O, Cc1cccc(O)c1O, CCCCCCC, O=S(=O)(O)O. Yields the product Cc1cc(C(C)(C)C)cc(O)c1O. RXN SMILES: [CH3:10][C:11]([CH3:12])([CH3:13])[OH:14].[CH3:1][c:2]1[cH:3][cH:4][cH:5][c:6]([OH:7])[c:8]1[OH:9].[CH3:20][CH2:21][CH2:22][CH2:23][CH2:24][CH2:25][CH3:26].[S:15](=[O:16])(=[O:17])([OH:18])[OH:19]>>[CH3:1][c:2]1[cH:3][c:4]([C:11]([CH3:10])([CH3:12])[CH3:13])[cH:5][c:6]([OH:7])[c:8]1[OH:9]. Reactants: FC(CO)(F)F (2,2,2-trifluoroethanol), [H-].[Na+] (sodium hydride), C(CC)SC=1N(C(C2=C(N1)C(NC=C2)=O)=O)C2=CC=C(C=C2)OCC(F)(F)F (2-(propylsulfanyl)-3-[4-(2,2,2-trifluoroethoxy)phenyl]-3,7-dihydropyrido[3,4-d]pyrimidine-4,8-dione). Run in CN(C=O)C (N,N-dimethylformamide), CN(C=O)C (N,N-dimethylformamide), [Cl-].[Na+].O (brine). Reaction conditions: time 5 minute. Product: FC(COC=1N(C(C2=C(N1)C(NC=C2)=O)=O)C2=CC=C(C=C2)OCC(F)(F)F)(F)F (2-(2,2,2-trifluoroethoxy)-3-[4-(2,2,2-trifluoroethoxy)phenyl]-3,7-dihydropyrido[3,4-d]pyrimidine-4,8-dione). Reaction SMILES: [F:1][C:2]([F:6])([F:5])[CH2:3][OH:4].[H-].[Na+].C(S[C:13]1[N:14]([C:25]2[CH:30]=[CH:29][C:28]([O:31][CH2:32][C:33]([F:36])([F:35])[F:34])=[CH:27][CH:26]=2)[C:15](=[O:24])[C:16]2[CH:22]=[CH:21][NH:20][C:19](=[O:23])[C:17]=2[N:18]=1)CC>CN(C)C=O.[Cl-].[Na+].O>[F:1][C:2]([F:6])([F:5])[CH2:3][O:4][C:13]1[N:14]([C:25]2[CH:26]=[CH:27][C:28]([O:31][CH2:32][C:33]([F:36])([F:35])[F:34])=[CH:29][CH:30]=2)[C:15](=[O:24])[C:16]2[CH:22]=[CH:21][NH:20][C:19](=[O:23])[C:17]=2[N:18]=1 |f:1.2,5.6.7|. Procedure details: To a solution of 2,2,2-trifluoroethanol (0.052 ml) in N,N-dimethylformamide (3 ml) was added sodium hydride (60% in oil, 24 mg) at room temperature, and the mixture was stirred for 5 min. A solution of 2-(propylsulfanyl)-3-[4-(2,2,2-trifluoroethoxy)phenyl]-3,7-dihydropyrido[3,4-d]pyrimidine-4,8-dione (535 mg) in N,N-dimethylformamide (3 ml) was added to the reaction mixture, and the mixture was stirred at 60° C. for 4 hr. The reaction mixture was allowed to be cooled to room temperature, saturat... Reactants: [I-].CC1=C(C=C(C(=C1)[N+](=O)[O-])OC)C1=CC=[N+](C=C1)CCC (4-[2-methyl-5-(methyloxy)-4-nitrophenyl]-1-propylpyridinium iodide), [BH4-].[Na+] (NaBH4). Solvent: CO (MeOH), CCOC(=O)C (EtOAc). Conditions: time 2 hour. Product: CC1=C(C=C(C(=C1)[N+](=O)[O-])OC)C=1CCN(CC1)CCC (4-[2-methyl-5-(methyloxy)-4-nitrophenyl]-1-propyl-1,2,3,6-tetrahydropyridine). The yield is 96.0%. As a reaction SMILES: [I-].[CH3:2][C:3]1[CH:8]=[C:7]([N+:9]([O-:11])=[O:10])[C:6]([O:12][CH3:13])=[CH:5][C:4]=1[C:14]1[CH:19]=[CH:18][N+:17]([CH2:20][CH2:21][CH3:22])=[CH:16][CH:15]=1.[BH4-].[Na+]>CO.CCOC(C)=O>[CH3:2][C:3]1[CH:8]=[C:7]([N+:9]([O-:11])=[O:10])[C:6]([O:12][CH3:13])=[CH:5][C:4]=1[C:14]1[CH2:19][CH2:18][N:17]([CH2:20][CH2:21][CH3:22])[CH2:16][CH:15]=1 |f:0.1,2.3|. Procedure details: To 4-[2-methyl-5-(methyloxy)-4-nitrophenyl]-1-propylpyridinium iodide (1.04 g, 2.51 mmol) in 25 mL of MeOH at 0° C. was added, NaBH4 (0.284 g, 7.53 mmol) over 1 h. The mixture was allowed to come to rt over 2 h. The solvent was reduced to approximately 5 mL and then diluted with EtOAc, washed with conc. NaHCO3, dried (Na2SO4), filtered, rotovaped down, and purified by flash chromatography to give the title compound of step C (0.7 g, 2.41 mmol, 96%). 1H NMR (400 MHz, DMSO-d6) δ ppm 7.71 (s, 1H), ... Reactants: [Al+3], [Br-], [Br-], OCC#Cc1ccc(Br)cc1, CC(C)(C)P(C(C)(C)C)C(C)(C)C, C1CCCCC1, CO, C[O-], CCOC(C)=O, ClC(Cl)Cl, Cl, [H-], [H-], [H-], [H-], Ic1ccccc1, [Li+], [Na+], O=C(C=Cc1ccccc1)C=Cc1ccccc1, C1CCOC1, O=C(C=Cc1ccccc1)C=Cc1ccccc1, O=C(C=Cc1ccccc1)C=Cc1ccccc1, O, [Pd], [Pd], [Zn+2]. Product: OCC=C(c1ccccc1)c1ccc(Br)cc1. RXN SMILES: [Al+3:5].[Br-:59].[Br-:61].[Br:10][c:11]1[cH:12][cH:13][c:14]([C:17]#[C:18][CH2:19][OH:20])[cH:15][cH:16]1.[C:34]([P:35]([C:36]([CH3:37])([CH3:38])[CH3:39])[C:40]([CH3:41])([CH3:42])[CH3:43])([CH3:44])([CH3:45])[CH3:46].[CH2:47]1[CH2:48][CH2:49][CH2:50][CH2:51][CH2:52]1.[CH3:123][OH:124].[CH3:1][O-:2].[CH3:21][CH2:22][O:23][C:24](=[O:25])[CH3:26].[CH:118]([Cl:119])([Cl:120])[Cl:121].[ClH:53].[H-:4].[H-:7].[H-:8].[H-:9].[I:27][c:28]1[cH:29][cH:30][cH:31][cH:32][cH:33]1.[Li+:6].[Na+:3].[O:100]=[C:101]([CH:102]=[CH:103][c:104]1[cH:105][cH:106][cH:107][cH:108][cH:109]1)[CH:110]=[CH:111][c:112]1[cH:113][cH:114][cH:115][cH:116][cH:117]1.[O:54]1[CH2:55][CH2:56][CH2:57][CH2:58]1.[O:64]=[C:65]([CH:66]=[CH:67][c:68]1[cH:69][cH:70][cH:71][cH:72][cH:73]1)[CH:74]=[CH:75][c:76]1[cH:77][cH:78][cH:79][cH:80][cH:81]1.[O:82]=[C:83]([CH:84]=[CH:85][c:86]1[cH:87][cH:88][cH:89][cH:90][cH:91]1)[CH:92]=[CH:93][c:94]1[cH:95][cH:96][cH:97][cH:98][cH:99]1.[OH2:122].[Pd:62].[Pd:63].[Zn+2:60]>>[Br:10][c:11]1[cH:12][cH:13][c:14]([C:17](=[CH:18][CH2:19][OH:20])[c:28]2[cH:29][cH:30][cH:31][cH:32][cH:33]2)[cH:15][cH:16]1.